From a dataset of the Open Reaction Database (ORD), a public repository of structured organic reaction records. describe an organic reaction: reactants, conditions, products, and yield Reactants: ice, O (water), CS(=O)C (dimethyl sulfoxide), N[C@H]1[C@@H]2N(C(=C(CS2)COC(CC(C)=O)=O)C(=O)O)C1=O (7β-amino-3-(3-oxobutyryloxymethyl)-3-cephem-4-carboxylic acid), C(OC(C)(C)C)(OC(C)(C)C)=O (di-tert-butyl carbonate). The solvent is C(C)(=O)OCC (ethyl acetate). Reaction conditions: time 16 hour. The product is C(C)(C)(C)OC(=O)N[C@H]1[C@@H]2N(C(=C(CS2)COC(CC(C)=O)=O)C(=O)O)C1=O (7β-tert-Butoxycarbonylamino-3-(3-oxobutyryloxymethyl)-3-cephem-4-carboxylic acid). Isolated yield 73.6%. Reaction SMILES: CS(C)=O.[NH2:5][C@@H:6]1[C:24](=[O:25])[N:8]2[C:9]([C:21]([OH:23])=[O:22])=[C:10]([CH2:13][O:14][C:15](=[O:20])[CH2:16][C:17](=[O:19])[CH3:18])[CH2:11][S:12][C@H:7]12.[C:26](=O)([O:32]C(C)(C)C)[O:27][C:28]([CH3:31])([CH3:30])[CH3:29].O>C(OCC)(=O)C>[C:28]([O:27][C:26]([NH:5][C@@H:6]1[C:24](=[O:25])[N:8]2[C:9]([C:21]([OH:23])=[O:22])=[C:10]([CH2:13][O:14][C:15](=[O:20])[CH2:16][C:17](=[O:19])[CH3:18])[CH2:11][S:12][C@H:7]12)=[O:32])([CH3:31])([CH3:30])[CH3:29]. Reported procedure: To 500 ml of dimethyl sulfoxide is added 200 g of 7β-amino-3-(3-oxobutyryloxymethyl)-3-cephem-4-carboxylic acid. To this 200 g of di-tert-butyl carbonate is added at room temperature and the mixture is stirred for 16 hours. To the reaction mixture are added 200 g of ice, 2 liters of water and 1 liter of ethyl acetate, and the mixture is stirred. After phase separation, the upper layer is discarded. To the aqueous layer is added 1 liter of ethyl acetate, and 129 g of phosphoric acid is added drop...